From a dataset of the Open Reaction Database (ORD), a public repository of structured organic reaction records. describe an organic reaction: reactants, conditions, products, and yield Reactants: CCOc1ccc(N)cc1Br, COc1cc(NC(=O)CC#N)c(Cl)cc1Cl, CCOC(OCC)OCC, CC(C)O. The product is CCOc1ccc(NC=C(C#N)C(=O)Nc2cc(OC)c(Cl)cc2Cl)cc1Br. Reaction SMILES: [Br:17][c:18]1[cH:19][c:20]([NH2:21])[cH:22][cH:23][c:24]1[O:25][CH2:26][CH3:27].[C:1](#[N:2])[CH2:3][C:4](=[O:5])[NH:6][c:7]1[c:8]([Cl:16])[cH:9][c:10]([Cl:15])[c:11]([O:13][CH3:14])[cH:12]1.[CH2:28]([O:29][CH:30]([O:31][CH2:32][CH3:33])[O:34][CH2:35][CH3:36])[CH3:37].[CH:38]([OH:39])([CH3:40])[CH3:41]>>[C:1](#[N:2])[C:3]([C:4](=[O:5])[NH:6][c:7]1[c:8]([Cl:16])[cH:9][c:10]([Cl:15])[c:11]([O:13][CH3:14])[cH:12]1)=[CH:28][NH:21][c:20]1[cH:19][c:18]([Br:17])[c:24]([O:25][CH2:26][CH3:27])[cH:23][cH:22]1. Starting materials: [O-]S(=O)(=O)[O-].[Na+].[Na+] (Na2SO4), ClC=1C=C(C(=O)OO)C=CC1 (m-chloroperoxybenzoic acid), C1(=CC=CC=C1)SC1=C(NC2=CC=C(C=C12)Cl)C(=O)OCC (Ethyl 3-phenylthio-5-chloroindole-2-carboxylate). Solvent: C(Cl)(Cl)Cl (chloroform), C(Cl)(Cl)Cl (chloroform), C(Cl)(Cl)Cl (chloroform). Conditions: time 5 hour. Product: C1(=CC=CC=C1)S(=O)(=O)C1=C(NC2=CC=C(C=C12)Cl)C(=O)OCC (Ethyl 3-phenylsulfonyl-5-chloroindole-2-carboxylate). Reaction SMILES: C1(S[C:8]2[C:16]3[C:11](=[CH:12][CH:13]=[C:14]([Cl:17])[CH:15]=3)[NH:10][C:9]=2[C:18]([O:20][CH2:21][CH3:22])=[O:19])C=CC=CC=1.[O-:23][S:24]([O-:27])(=O)=O.[Na+].[Na+].Cl[C:31]1[CH:32]=[C:33]([CH:38]=[CH:39][CH:40]=1)C(OO)=O>C(Cl)(Cl)Cl>[C:31]1([S:24]([C:8]2[C:16]3[C:11](=[CH:12][CH:13]=[C:14]([Cl:17])[CH:15]=3)[NH:10][C:9]=2[C:18]([O:20][CH2:21][CH3:22])=[O:19])(=[O:27])=[O:23])[CH:32]=[CH:33][CH:38]=[CH:39][CH:40]=1 |f:1.2.3|. Reported procedure: Ethyl 3-phenylthio-5-chloroindole-2-carboxylate (642 mg, 1.94 mmol) was dissolved in chloroform (35 mL) and a dried (Na2SO4) solution of m-chloroperoxybenzoic acid (55% pure, 1.30 g, 4.1 mmol) in chloroform (20 mL) was added dropwise. The progress of the oxidation was monitored by tlc until complete. After 5 hours, the reaction was diluted with chloroform and some methanol and the solution washed with aq. NaHCO3 and aq. Na2CO3. The dried (Na2SO4) organic layer was filtered through a pad of charc... The reactants are C(C)N1C=C(C(C2=C1N=C(N=C2)N2CCNCC2)=O)C(=O)O (5,8-dihydro-8-ethyl-2-(1-piperazinyl)-5-oxopyrido[2,3-d]pyrimidine-6-carboxylic acid), Cl (hydrochloric acid). Yields the product Cl.C(C)N1C=C(C(C2=C1N=C(N=C2)N2CCNCC2)=O)C(=O)O (5,8-Dihydro-8-ethyl-2-(1-piperazinyl)-5-oxopyrido[2,3-d]pyrimidine-6-carboxylic acid hydrochloride). Reaction SMILES: [CH2:1]([N:3]1[C:8]2[N:9]=[C:10]([N:13]3[CH2:18][CH2:17][NH:16][CH2:15][CH2:14]3)[N:11]=[CH:12][C:7]=2[C:6](=[O:19])[C:5]([C:20]([OH:22])=[O:21])=[CH:4]1)[CH3:2].[ClH:23]>>[ClH:23].[CH2:1]([N:3]1[C:8]2[N:9]=[C:10]([N:13]3[CH2:14][CH2:15][NH:16][CH2:17][CH2:18]3)[N:11]=[CH:12][C:7]=2[C:6](=[O:19])[C:5]([C:20]([OH:22])=[O:21])=[CH:4]1)[CH3:2] |f:2.3|. Reported procedure: To a stirred solution of saturated alcoholic hydrochloric acid (20 ml) was added, under ice-cooling, in portions of 1.28 g of 5,8-dihydro-8-ethyl-2-(1-piperazinyl)-5-oxopyrido[2,3-d]pyrimidine-6-carboxylic acid. The product is CCN(CC)C(=O)c1cc2c(OCC(O)CN3CCC(c4ccc5ccccc5c4)CC3)cccc2o1. Reactants: CCNCC, O=C(O)c1cc2c(OCC(O)CN3CCC(c4ccc5ccccc5c4)CC3)cccc2o1, CCOP(=O)(C#N)OCC. As a reaction SMILES: [CH2:34]([CH3:35])[NH:36][CH2:37][CH3:38].[OH:1][CH:2]([CH2:3][O:4][c:5]1[cH:6][cH:7][cH:8][c:9]2[o:10][c:11]([C:14](=[O:15])[OH:16])[cH:12][c:13]12)[CH2:17][N:18]1[CH2:19][CH2:20][CH:21]([c:24]2[cH:25][c:26]3[cH:27][cH:28][cH:29][cH:30][c:31]3[cH:32][cH:33]2)[CH2:22][CH2:23]1.[P:39]([C:40]#[N:41])([O:42][CH2:43][CH3:44])([O:45][CH2:46][CH3:47])=[O:48]>>[OH:1][CH:2]([CH2:3][O:4][c:5]1[cH:6][cH:7][cH:8][c:9]2[o:10][c:11]([C:14](=[O:16])[N:36]([CH2:34][CH3:35])[CH2:37][CH3:38])[cH:12][c:13]12)[CH2:17][N:18]1[CH2:19][CH2:20][CH:21]([c:24]2[cH:25][c:26]3[cH:27][cH:28][cH:29][cH:30][c:31]3[cH:32][cH:33]2)[CH2:22][CH2:23]1.